This data is from the Open Reaction Database (ORD), a public repository of structured organic reaction records. The task is: describe an organic reaction: reactants, conditions, products, and yield Starting materials: FC(F)(F)c1ccccc1CBr, COC(=O)c1sc(-n2cnc3nc(OC)c(OC)cc32)cc1O, COC(=O)c1sc(-n2cnc3cc(OC)c(OC)nc32)cc1O, CN(C)C=O, [K+], [K+], O=C([O-])[O-], O. The product is COC(=O)c1sc(-n2cnc3cc(OC)c(OC)nc32)cc1OCc1ccccc1C(F)(F)F. As a reaction SMILES: [Br:53][CH2:54][c:55]1[c:56]([C:61]([F:62])([F:63])[F:64])[cH:57][cH:58][cH:59][cH:60]1.[CH3:1][O:2][c:3]1[n:4][c:5]2[n:6][cH:7][n:8](-[c:9]3[s:10][c:11]([C:12]([O:13][CH3:14])=[O:15])[c:16]([OH:17])[cH:18]3)[c:19]2[cH:20][c:21]1[O:22][CH3:23].[CH3:24][O:25][c:26]1[c:27]([O:45][CH3:46])[cH:28][c:29]2[c:30]([n:31]1)[n:32](-[c:35]1[cH:36][c:37]([OH:44])[c:38]([C:40](=[O:41])[O:42][CH3:43])[s:39]1)[cH:33][n:34]2.[CH3:65][N:66]([CH3:67])[CH:68]=[O:69].[K+:47].[K+:48].[O-:49][C:50]([O-:51])=[O:52].[OH2:70]>>[CH3:24][O:25][c:26]1[c:27]([O:45][CH3:46])[cH:28][c:29]2[c:30]([n:31]1)[n:32](-[c:35]1[cH:36][c:37]([O:44][CH2:54][c:55]3[c:56]([C:61]([F:62])([F:63])[F:64])[cH:57][cH:58][cH:59][cH:60]3)[c:38]([C:40](=[O:41])[O:42][CH3:43])[s:39]1)[cH:33][n:34]2. As a reaction SMILES: [C:1]([O:2][C:3](=[O:4])[NH:7][c:8]1[n:9][cH:10][n:11][c:12]([S:14][c:15]2[cH:16][c:17]3[cH:18][cH:19][cH:20][c:21]([C:25]([NH:26][c:27]4[cH:28][c:29]([C:34]([F:35])([F:36])[F:37])[c:30]([F:33])[cH:31][cH:32]4)=[O:38])[c:22]3[cH:23][cH:24]2)[cH:13]1)([CH3:5])([CH3:6])[CH3:39].[CH3:47][CH2:48][O:49][C:50]([CH3:51])=[O:52].[ClH:40].[Na+:57].[O-:53][C:54]([OH:55])=[O:56].[O:41]1[CH2:42][CH2:43][O:44][CH2:45][CH2:46]1.[OH2:58]>>[NH2:7][c:8]1[n:9][cH:10][n:11][c:12]([S:14][c:15]2[cH:16][c:17]3[cH:18][cH:19][cH:20][c:21]([C:25]([NH:26][c:27]4[cH:28][c:29]([C:34]([F:35])([F:36])[F:37])[c:30]([F:33])[cH:31][cH:32]4)=[O:38])[c:22]3[cH:23][cH:24]2)[cH:13]1. The reactants are CC(C)(C)OC(=O)Nc1cc(Sc2ccc3c(C(=O)Nc4ccc(F)c(C(F)(F)F)c4)cccc3c2)ncn1, CCOC(C)=O, Cl, [Na+], O=C([O-])O, C1COCCO1, O. The product is Nc1cc(Sc2ccc3c(C(=O)Nc4ccc(F)c(C(F)(F)F)c4)cccc3c2)ncn1.